This data is from the Open Reaction Database (ORD), a public repository of structured organic reaction records. The task is: describe an organic reaction: reactants, conditions, products, and yield Reactants: CO, NN, CC(=O)Nc1ccc([N+](=O)[O-])cc1, O. Product: CC(=O)Nc1ccc(N)cc1. As a reaction SMILES: [CH3:17][OH:18].[NH2:15][NH2:16].[NH:1]([C:2](=[O:3])[CH3:4])[c:5]1[cH:6][cH:7][c:8]([N+:11]([O-:12])=[O:13])[cH:9][cH:10]1.[OH2:14]>>[NH:1]([C:2](=[O:3])[CH3:4])[c:5]1[cH:6][cH:7][c:8]([NH2:11])[cH:9][cH:10]1. Starting materials: N(=[N+]=[N-])CC=1C(=NN(C1Cl)C)C (4-(azidomethyl)-5-chloro-1,3-dimethyl-1H-pyrazole), C1=CC=C(C=C1)P(C2=CC=CC=C2)C3=CC=CC=C3 (PPh3), O (water), [NH4+].[OH-] (NH4OH). The solvent is C1CCOC1 (THF). Reaction conditions: time 1 hour. The product is Cl.ClC1=C(C(=NN1C)C)CN ((5-chloro-1,3-dimethyl-1H-pyrazol-4-yl)methanamine hydrochloride). Reaction SMILES: [N:1]([CH2:4][C:5]1[C:6]([CH3:12])=[N:7][N:8]([CH3:11])[C:9]=1[Cl:10])=[N+]=[N-].C1C=CC(P(C2C=CC=CC=2)C2C=CC=CC=2)=CC=1.O.[NH4+].[OH-]>C1COCC1>[ClH:10].[Cl:10][C:9]1[N:8]([CH3:11])[N:7]=[C:6]([CH3:12])[C:5]=1[CH2:4][NH2:1] |f:3.4,6.7|. Procedure details: To a solution of compound 3 (175 mg, 0.95 mmol) in THF (5 mL) was added PPh3 (248 mg, 0.95 mmol) at 0° C. After stirring for 1 hr, water (0.03 mL) and NH4OH (0.07 mL) were added sequentially and the resulting mixture was stirred at room temperature for overnight. After the solvent was evaporated, the residue was purified with reversed flash to give a white solid. LCMS (ESI) m/z=160 (M+H)+.